Dataset: the Open Reaction Database (ORD), a public repository of structured organic reaction records. Task: describe an organic reaction: reactants, conditions, products, and yield Reactants: COC1=NC=C(C=N1)B(O)O (2-methoxypyrimidine-5-boronic acid), BrC=1C=C(N)C=CC1 (3-bromoaniline), C(=O)([O-])[O-].[Na+].[Na+] (Na2CO3). The reagents and catalysts are C=1C=CC(=CC1)[P](C=2C=CC=CC2)(C=3C=CC=CC3)[Pd]([P](C=4C=CC=CC4)(C=5C=CC=CC5)C=6C=CC=CC6)([P](C=7C=CC=CC7)(C=8C=CC=CC8)C=9C=CC=CC9)[P](C=1C=CC=CC1)(C=1C=CC=CC1)C=1C=CC=CC1 (Pd(PPh3)4). Run in COCCOC (DME). The product is COC1=NC=C(C=N1)C=1C=C(C=CC1)N (3-(2-methoxy-pyrimidin-5-yl)-phenylamine). Yield: 83.0%. As a reaction SMILES: [CH3:1][O:2][C:3]1[N:8]=[CH:7][C:6](B(O)O)=[CH:5][N:4]=1.Br[C:13]1[CH:14]=[C:15]([CH:17]=[CH:18][CH:19]=1)[NH2:16].C([O-])([O-])=O.[Na+].[Na+]>COCCOC.C1C=CC([P]([Pd]([P](C2C=CC=CC=2)(C2C=CC=CC=2)C2C=CC=CC=2)([P](C2C=CC=CC=2)(C2C=CC=CC=2)C2C=CC=CC=2)[P](C2C=CC=CC=2)(C2C=CC=CC=2)C2C=CC=CC=2)(C2C=CC=CC=2)C2C=CC=CC=2)=CC=1>[CH3:1][O:2][C:3]1[N:8]=[CH:7][C:6]([C:13]2[CH:14]=[C:15]([NH2:16])[CH:17]=[CH:18][CH:19]=2)=[CH:5][N:4]=1 |f:2.3.4,^1:35,37,56,75|. Procedure details: 2-methoxypyrimidine-5-boronic acid (0.134 g, 0.872 mmol) and 3-bromoaniline (0.063 mL, 0.581 mmol) were combined in DME (3 mL) in a flame-dried, round-bottom flask. Na2CO3 (2M, 0.610 mL, 1.22 mmol) and Pd(PPh3)4 (0.02 g, 0.017 mmol) were added to the stirred solution. The reaction was refluxed overnight under argon flow, and subsequently cooled to room temperature. The solvent was removed under vacuum and the resulting residue was resuspended in CH2Cl2. The organic phase was dried over MgSO4, fi... Reactants: [BH4-], COCC1CN(c2ccc(C3CCC(=O)CC3)cn2)C(=O)O1, CO, [Na+], O. Product: COCC1CN(c2ccc(C3CCC(O)CC3)cn2)C(=O)O1. As a reaction SMILES: [BH4-:23].[CH3:1][O:2][CH2:3][CH:4]1[CH2:5][N:6]([c:10]2[n:11][cH:12][c:13]([CH:16]3[CH2:17][CH2:18][C:19](=[O:22])[CH2:20][CH2:21]3)[cH:14][cH:15]2)[C:7](=[O:9])[O:8]1.[CH3:25][OH:26].[Na+:24].[OH2:27]>>[CH3:1][O:2][CH2:3][CH:4]1[CH2:5][N:6]([c:10]2[n:11][cH:12][c:13]([CH:16]3[CH2:17][CH2:18][CH:19]([OH:22])[CH2:20][CH2:21]3)[cH:14][cH:15]2)[C:7](=[O:9])[O:8]1. Starting materials: O=CC(C)=C (methacrolein), S(O)(O)(=O)=O (sulfuric acid), ClC=1C=C(C(C(=O)O)=C(C1)Cl)N (4,6-dichloroanthranilic acid), [N+](=O)([O-])C=1C=C(C=CC1)S(=O)(=O)[O-].[Na+] (sodium m-nitrobenzenesulfonate). Run in O (water). Reaction conditions: temperature 130 celsius, time 1 hour. Product: ClC1=C2C=C(C=NC2=C(C(=C1)Cl)C(=O)O)C (5,7-dichloro-3-methylquinoline-8-carboxylic acid). RXN SMILES: O=[CH:2][C:3](=[CH2:5])[CH3:4].[Cl:6][C:7]1[CH:8]=[C:9]([NH2:17])[C:10](=[C:14]([Cl:16])[CH:15]=1)[C:11]([OH:13])=[O:12].[N+](C1C=C(S([O-])(=O)=O)C=CC=1)([O-])=O.[Na+].S(=O)(=O)(O)O>O>[Cl:6][C:7]1[CH:15]=[C:14]([Cl:16])[C:10]([C:11]([OH:13])=[O:12])=[C:9]2[C:8]=1[CH:2]=[C:3]([CH3:5])[CH:4]=[N:17]2 |f:2.3|. Reported procedure: 14 g of methacrolein were added dropwise, at l00? C, to a solution of 20.6 g os 4,6-dichloroanthranilic acid and 19 g of sodium m-nitrobenzenesulfonate in 200 g of 57% strength sulfuric acid. The mixture was stirred for 1 hour at 130° C., after which it was diluted with 450 g of water and filtered under suction while hot. The pH was brought to 2-3 with concentrated sodium hydroxide solution, while cooling with ice. The precipitated solid was filtered off under suction, washed with water and drie...